Dataset: the Open Reaction Database (ORD), a public repository of structured organic reaction records. Task: describe an organic reaction: reactants, conditions, products, and yield The reactants are [NH2-].[Na+] (sodium amide), Cl.FC1=CC=C(C=C1)NN ((4-Fluorophenyl)hydrazine hydrochloride), BrCC1=CC=C(C=C1)Cl (1-(bromomethyl)-4-chlorobenzene). Solvent: O1CCCC1 (tetrahydrofuran). Run at temperature 50 celsius, time 1 hour. Yields the product ClC1=CC=C(CN(N)C2=CC=C(C=C2)F)C=C1 (1-(4-chlorobenzyl)-1-(4-fluorophenyl)hydrazine). RXN SMILES: [NH2-].[Na+].Cl.[F:4][C:5]1[CH:10]=[CH:9][C:8]([NH:11][NH2:12])=[CH:7][CH:6]=1.Br[CH2:14][C:15]1[CH:20]=[CH:19][C:18]([Cl:21])=[CH:17][CH:16]=1>O1CCCC1>[Cl:21][C:18]1[CH:19]=[CH:20][C:15]([CH2:14][N:11]([C:8]2[CH:9]=[CH:10][C:5]([F:4])=[CH:6][CH:7]=2)[NH2:12])=[CH:16][CH:17]=1 |f:0.1,2.3|. Procedure details: A flask containing tetrahydrofuran (2.0 mL) was charged with sodium amide (202 mg, 4.92 mmol; Aldrich) and chilled to 0° C. (4-Fluorophenyl)hydrazine hydrochloride (400 mg, 2.46 mmol; Aldrich) was added in portions. After 5 minutes the solid had completely dissolved and the ice bath was removed. Stirring was continued for 1 hour, then the solution was chilled again in an ice bath and 1-(bromomethyl)-4-chlorobenzene (556 mg, 2.7 mmol; Aldrich) was added dropwise. After 30 minutes, the ice bath wa... Starting materials: quartz, ( E ), NC1=C(C=CC(=C1)Cl)C=C(C(=O)OCC)C (ethyl 3-(2-amino-4-chlorophenyl)-2-methyl-2-propenate). The solvent is C(C)O (ethanol). Yields the product ClC1=CC=C2C=C(C(NC2=C1)=O)C (7-chloro-3-methylcarbostyril). Procedure: In a 50-ml Erlenmeyer flask made of quartz, 10 ml of (E) ethyl 3-(2-amino-4-chlorophenyl)-2-methyl-2-propenate were dissolved in 10 ml of ethanol; and, while being stirred, the mixture was irradiated with ultraviolet rays at 256 nm for 72 hours. The reaction liquid was concentrated under a reduced pressure, and the resulting crude crystal was recrystallized from ethanol, whereby the aimed compound was obtained. RXN SMILES: [NH2:1][C:2]1[CH:7]=[C:6]([Cl:8])[CH:5]=[CH:4][C:3]=1[CH:9]=[C:10]([CH3:16])[C:11](OCC)=[O:12]>C(O)C>[Cl:8][C:6]1[CH:7]=[C:2]2[C:3]([CH:9]=[C:10]([CH3:16])[C:11](=[O:12])[NH:1]2)=[CH:4][CH:5]=1. Reactants: Cc1ccccc1, O=C(O)C1CCC(F)(F)CC1, O=S(Cl)Cl. Yields the product O=C(Cl)C1CCC(F)(F)CC1. Reaction SMILES: [CH3:16][c:17]1[cH:18][cH:19][cH:20][cH:21][cH:22]1.[F:1][C:2]1([F:11])[CH2:3][CH2:4][CH:5]([C:8](=[O:9])[OH:10])[CH2:6][CH2:7]1.[S:12]([Cl:13])([Cl:14])=[O:15]>>[F:1][C:2]1([F:11])[CH2:3][CH2:4][CH:5]([C:8](=[O:9])[Cl:14])[CH2:6][CH2:7]1. The reactants are COc1ccc(CCl)cc1, CN(C)C=O, CC1(CCl)CNC(=O)O1, [H-], [Na+]. The product is COc1ccc(CN2CC(C)(CCl)OC2=O)cc1. As a reaction SMILES: [CH3:12][O:13][c:14]1[cH:15][cH:16][c:17]([CH2:18][Cl:19])[cH:20][cH:21]1.[CH3:22][N:23]([CH3:24])[CH:25]=[O:26].[Cl:3][CH2:4][C:5]1([CH3:11])[CH2:6][NH:7][C:8](=[O:10])[O:9]1.[H-:1].[Na+:2]>>[Cl:3][CH2:4][C:5]1([CH3:11])[CH2:6][N:7]([CH2:18][c:17]2[cH:16][cH:15][c:14]([O:13][CH3:12])[cH:21][cH:20]2)[C:8](=[O:10])[O:9]1. Reactants: Cl.N1[C@H](C(=O)NCCC(=O)N)CCC1 (L-prolyl-β-alaninamide hydrochloride), N(=O)OCCC(C)C (isoamyl nitrite), N1[C@@H](CCC1=O)C(=O)N[C@@H](CC1=CNC=N1)C(=O)NN (L-pyroglutamyl-L-histidine hydrazide), 1.64-N, Cl (HCl). Run in CS(=O)C (dimethyl sulphoxide), CN(C=O)C (dimethylformamide), C(C)N(CC)CC (triethylamine), C(C)N(CC)CC (triethylamine), O1CCCC1 (tetrahydrofuran), CS(=O)C (dimethyl sulphoxide), CN(C=O)C (dimethylformamide). Reaction conditions: temperature -20 celsius, time 30 minute. The product is C(C)(=O)O.N1[C@@H](CCC1=O)C(=O)N[C@@H](CC1=CNC=N1)C(=O)N1[C@H](C(=O)NCCC(=O)N)CCC1 (L-pyroglutamyl-L-histidyl-L-prolyl-β-alaninamide acetate). Reaction SMILES: [NH:1]1[C:5](=[O:6])[CH2:4][CH2:3][C@H:2]1[C:7]([NH:9][C@H:10]([C:17]([NH:19]N)=[O:18])[CH2:11][C:12]1[N:16]=[CH:15][NH:14][CH:13]=1)=[O:8].Cl.N(OCCC(C)C)=[O:23].Cl.N1[CH2:43][CH2:42][CH2:41][C@H:32]1[C:33]([NH:35][CH2:36][CH2:37][C:38]([NH2:40])=[O:39])=[O:34]>CS(C)=O.CN(C)C=O.O1CCCC1.C(N(CC)CC)C>[C:17]([OH:18])(=[O:23])[CH3:10].[NH:1]1[C:5](=[O:6])[CH2:4][CH2:3][C@H:2]1[C:7]([NH:9][C@H:10]([C:17]([N:19]1[CH2:43][CH2:42][CH2:41][C@H:32]1[C:33]([NH:35][CH2:36][CH2:37][C:38]([NH2:40])=[O:39])=[O:34])=[O:18])[CH2:11][C:12]1[N:16]=[CH:15][NH:14][CH:13]=1)=[O:8] |f:3.4,9.10|. Procedure: A suspension of 7.64 g of L-pyroglutamyl-L-histidine hydrazide in a mixture of 95 ml of dimethyl sulphoxide and 125 ml of dimethylformamide was treated at -20° C with 104 ml of 1.64-N HCl in tetrahydrofuran. 5 ml of isoamyl nitrite were added to this solution. The mixture was stirred for 30 minutes at -20° C, cooled to -30° C and neutralised at this temperature with 23.7 ml of triethylamine. 7.7 g of L-prolyl-β-alaninamide hydrochloride were dissolved in a mixture of 20 ml of dimethyl sulphoxide...